describe an organic reaction: reactants, conditions, products, and yield From a dataset of the Open Reaction Database (ORD), a public repository of structured organic reaction records. Reactants: O (water), ClC1=C(C=CC(=C1)Cl)NC(=O)C1=C(NC2=C(C=C(C=C2C1=O)Cl)Cl)SC (6,8-Dichloro-2-methylsulfanyl-4-oxo-1,4-dihydro-quinoline-3-carboxylic acid (2,4-dichloro-phenyl)-amide), ClC1=C(C=CC(=C1)Cl)NC(=O)C1=C(NC2=C(C=C(C=C2C1=O)Cl)Cl)SC (6,8-Dichloro-2-methylsulfanyl-4-oxo-1,4-dihydro-quinoline-3-carboxylic acid (2,4-dichloro-phenyl)-amide), OO (hydrogen peroxide). Solvent: C(C)(=O)O (acetic acid). Run at temperature 75 celsius. Product: ClC1=C(C=CC(=C1)Cl)NC(=O)C1=C(NC2=C(C=C(C=C2C1=O)Cl)Cl)S(=O)C (6,8-dichloro-2-methanesulfinyl-4-oxo-1,4-dihydro-quinoline-3-carboxylic acid (2,4-dichloro-phenyl)-amide). As a reaction SMILES: [Cl:1][C:2]1[CH:7]=[C:6]([Cl:8])[CH:5]=[CH:4][C:3]=1[NH:9][C:10]([C:12]1[C:21](=[O:22])[C:20]2[C:15](=[C:16]([Cl:24])[CH:17]=[C:18]([Cl:23])[CH:19]=2)[NH:14][C:13]=1[S:25][CH3:26])=[O:11].[OH:27]O.O>C(O)(=O)C>[Cl:1][C:2]1[CH:7]=[C:6]([Cl:8])[CH:5]=[CH:4][C:3]=1[NH:9][C:10]([C:12]1[C:21](=[O:22])[C:20]2[C:15](=[C:16]([Cl:24])[CH:17]=[C:18]([Cl:23])[CH:19]=2)[NH:14][C:13]=1[S:25]([CH3:26])=[O:27])=[O:11]. Reported procedure: 6,8-Dichloro-2-methylsulfanyl-4-oxo-1,4-dihydro-quinoline-3-carboxylic acid (2,4-dichloro-phenyl)-amide (Compound 3 in Scheme, 1.13 g, 2.52 mmol) in acetic acid was mixed with 30% hydrogen peroxide (0.57 g, 2 eq) and heated at 70-80° C. for 2 days upon agitation. The reactants were poured into iced water, filtered, washed with water and normal hexane and dried under vacuum. The resultant was used without further purification for next steps (yield: 1.1 g, 94%): 1H NMR (DMSO-d6) δ12.66 (bs, 1H) 8.... Reactants: O=C(O)c1cc(F)ccc1CBr, Cc1c(N)cccc1Br, O=C(Cl)C(=O)Cl, ClCCl, CN(C)C=O. Yields the product Cc1c(Br)cccc1NC(=O)c1cc(F)ccc1CBr. As a reaction SMILES: [Br:1][CH2:2][c:3]1[c:4]([C:5](=[O:6])[OH:7])[cH:8][c:9]([F:12])[cH:10][cH:11]1.[Br:24][c:25]1[c:26]([CH3:32])[c:27]([NH2:28])[cH:29][cH:30][cH:31]1.[Cl:13][C:14]([C:15]([Cl:16])=[O:17])=[O:18].[Cl:33][CH2:34][Cl:35].[O:19]=[CH:20][N:21]([CH3:22])[CH3:23]>>[Br:1][CH2:2][c:3]1[c:4]([C:5](=[O:7])[NH:28][c:27]2[c:26]([CH3:32])[c:25]([Br:24])[cH:31][cH:30][cH:29]2)[cH:8][c:9]([F:12])[cH:10][cH:11]1.